This data is from the Open Reaction Database (ORD), a public repository of structured organic reaction records. The task is: describe an organic reaction: reactants, conditions, products, and yield Reactants: ClC=1C(=NC=NC1Cl)N (5,6-dichloropyrimidin-4-amine), NC=1C=C(C=CC1)O (3-aminophenol), CC1(OB(OC1(C)C)C=1C=NN(C1)CC=1C=C(C#N)C=CC1)C (3-((4-(4,4,5,5-tetramethyl-1,3,2-dioxaborolan-2-yl)-1H-pyrazol-1-yl)methyl)benzonitrile), C(C=C)(=O)Cl (acryloyl chloride). The product is NC1=C(C(=NC=N1)OC=1C=C(C=CC1)NC(C=C)=O)C=1C=NN(C1)CC1=CC(=CC=C1)C#N (N-(3-((6-amino-5-(1-(3-cyanobenzyl)-1H-pyrazol-4-yl)pyrimidin-4-yl)oxy)phenyl)acrylamide). As a reaction SMILES: Cl[C:2]1[C:3]([NH2:9])=[N:4][CH:5]=[N:6][C:7]=1Cl.[NH2:10][C:11]1[CH:12]=[C:13]([OH:17])[CH:14]=[CH:15][CH:16]=1.CC1(C)C(C)(C)OB([C:26]2[CH:27]=[N:28][N:29]([CH2:31][C:32]3[CH:33]=[C:34]([CH:37]=[CH:38][CH:39]=3)[C:35]#[N:36])[CH:30]=2)O1.[C:41](Cl)(=[O:44])[CH:42]=[CH2:43]>>[NH2:9][C:3]1[N:4]=[CH:5][N:6]=[C:7]([O:17][C:13]2[CH:12]=[C:11]([NH:10][C:41](=[O:44])[CH:42]=[CH2:43])[CH:16]=[CH:15][CH:14]=2)[C:2]=1[C:26]1[CH:27]=[N:28][N:29]([CH2:31][C:32]2[CH:39]=[CH:38][CH:37]=[C:34]([C:35]#[N:36])[CH:33]=2)[CH:30]=1. Procedure: N-(3-((6-amino-5-(1-(3-cyanobenzyl)-1H-pyrazol-4-yl)pyrimidin-4-yl)oxy)phenyl)acrylamide was prepared from 5,6-dichloropyrimidin-4-amine, 3-aminophenol, 3-((4-(4,4,5,5-tetramethyl-1,3,2-dioxaborolan-2-yl)-1H-pyrazol-1-yl)methyl)benzonitrile, and acryloyl chloride using methods A, C, and F. HPLC: 100%. MS: m/z=438 [M+H]+. 1H-NMR (DMSO-d6) δ 10.20 (s, 1H), 8.18 (s, 1H), 8.00 (s, 1H), 7.79-7.74 (m, 3H), 7.65-7.50 (m, 3H), 7.41 (d, 1H), 7.31 (t, 1H), 6.81 (d, 1H), 6.69 (broad s, 2H), 6.42 (dd, 1H), ... The reagents and catalysts are [Pd] (palladium on charcoal). Yields the product FC(C=1C=C(C=C(C1)C(F)(F)F)CO[C@H]1[C@@]2(C[C@H]([C@H](CC1)N2)CO)C2=CC=CC=C2)(F)F ((1R*,2R*,5S*,6R*)-2-{[3,5-Bis(trifluoromethyl)phenyl]methoxy}-6-hydroxymethyl-1-phenyl-8-azabicyclo[3.2.1]octane). RXN SMILES: C([N:8]1[C@@H:13]2[C@H:14]([CH2:16][OH:17])[CH2:15][C@@:9]1([C:34]1[CH:39]=[CH:38][CH:37]=[CH:36][CH:35]=1)[C@H:10]([O:18][CH2:19][C:20]1[CH:25]=[C:24]([C:26]([F:29])([F:28])[F:27])[CH:23]=[C:22]([C:30]([F:33])([F:32])[F:31])[CH:21]=1)[CH2:11][CH2:12]2)C1C=CC=CC=1>[Pd]>[F:28][C:26]([F:27])([F:29])[C:24]1[CH:25]=[C:20]([CH2:19][O:18][C@@H:10]2[CH2:11][CH2:12][C@@H:13]3[NH:8][C@@:9]2([C:34]2[CH:39]=[CH:38][CH:37]=[CH:36][CH:35]=2)[CH2:15][C@H:14]3[CH2:16][OH:17])[CH:21]=[C:22]([C:30]([F:31])([F:32])[F:33])[CH:23]=1. Reaction conditions: time 45 minute. Procedure: A mixture of (1R*,2R*,5S*,6R*)-8-benzyl-2-{[3,5-bis(trifluoromethyl)phenyl]methoxy}-6-hydroxymethyl-1-phenyl-8-azabicyclo[3.2.1]octane (Example 28; 85 mg 0.15 mmol), 10% palladium on charcoal (125 mg, 0.12 mmol) ethanol (10 ml) was stirred under hydrogen atmosphere (1 atm) at +65° C. for 45 minutes. The reaction mixture was cooled to room temperature, flushed with nitrogen gas and filtered through a pad of Celite™. The filtrate was concentrated to give the title compound. The hydrochloride salt ... Reactants: C(C1=CC=CC=C1)N1[C@@]2([C@@H](CC[C@H]1[C@@H](C2)CO)OCC2=CC(=CC(=C2)C(F)(F)F)C(F)(F)F)C2=CC=CC=C2 ((1R*,2R*,5S*,6R*)-8-Benzyl-2-{[3,5-bis(trifluoromethyl)phenyl]methoxy}-6-hydroxymethyl-1-phenyl-8-azabicyclo[3.2.1]octane). The reactants are S(=O)(Cl)Cl (Thionyl chloride), C1(=CC=C(C=C1)C[C@H](\C=C(/C(=O)O)\C)NC(=O)OC(C)(C)C)C1=CC=CC=C1 ((Z)—(R)-5-Biphenyl-4-yl-4-tert-butoxycarbonylamino-2-methylpent-2-enoic acid), 5a. Solvent: C(C)O (ethanol), C(C)O (ethanol). Run at temperature 65 celsius, time 15 minute. The product is Cl.N[C@@H](\C=C(/C(=O)O)\C)CC1=CC=C(C=C1)C1=CC=CC=C1 ((Z)—(R)-4-amino-5-biphenyl-4-yl-2-methyl-pent-2-enoic acid hydrochloride), 5a. RXN SMILES: [C:1]1([C:23]2[CH:28]=[CH:27][CH:26]=[CH:25][CH:24]=2)[CH:6]=[CH:5][C:4]([CH2:7][C@@H:8]([NH:15]C(OC(C)(C)C)=O)/[CH:9]=[C:10](/[CH3:14])\[C:11]([OH:13])=[O:12])=[CH:3][CH:2]=1.S(Cl)([Cl:31])=O>C(O)C>[ClH:31].[NH2:15][C@H:8]([CH2:7][C:4]1[CH:3]=[CH:2][C:1]([C:23]2[CH:24]=[CH:25][CH:26]=[CH:27][CH:28]=2)=[CH:6][CH:5]=1)/[CH:9]=[C:10](/[CH3:14])\[C:11]([OH:13])=[O:12] |f:3.4|. Reported procedure: 5 g (Z)—(R)-5-Biphenyl-4-yl-4-tert-butoxycarbonylamino-2-methylpent-2-enoic acid (5a, R1=Boc, R2=H, R3=CO2H) is added to ethanol (50 ml) at room temperature. The mixture was stirred for 15 min and a further quantity of ethanol (10 ml) added. The mixture is then heated to 65° C. Thionyl chloride (1.44 ml) is added and the mixture stirred for 30 min. The volatiles are removed under reduced pressure. Heptane (50 ml) is added to the residue and the volatiles removed under reduced pressure. Ethyl ace... The reactants are CC(=O)C(Cc1nsc2ccc(-n3c(=O)cc(C(F)(F)F)n(C)c3=O)cc12)C(=O)OC(C)(C)C, ClCCl, O=C(O)C(F)(F)F. Product: CC(=O)CCc1nsc2ccc(-n3c(=O)cc(C(F)(F)F)n(C)c3=O)cc12. As a reaction SMILES: [C:1]([CH3:2])(=[O:3])[CH:4]([C:5]([O:6][C:7]([CH3:8])([CH3:9])[CH3:10])=[O:11])[CH2:12][c:13]1[n:14][s:15][c:16]2[c:17]1[cH:18][c:19](-[n:22]1[c:23](=[O:34])[n:24]([CH3:33])[c:25]([C:29]([F:30])([F:31])[F:32])[cH:26][c:27]1=[O:28])[cH:20][cH:21]2.[CH2:42]([Cl:43])[Cl:44].[OH:35][C:36]([C:37]([F:38])([F:39])[F:40])=[O:41]>>[C:1]([CH3:2])(=[O:3])[CH2:4][CH2:12][c:13]1[n:14][s:15][c:16]2[c:17]1[cH:18][c:19](-[n:22]1[c:23](=[O:34])[n:24]([CH3:33])[c:25]([C:29]([F:30])([F:31])[F:32])[cH:26][c:27]1=[O:28])[cH:20][cH:21]2. The reactants are CCO, CCOC(C)=O, O=C(O)C=Cc1cc(F)cc(F)c1. The product is O=C(O)CCc1cc(F)cc(F)c1. As a reaction SMILES: [CH2:20]([OH:21])[CH3:22].[CH3:14][CH2:15][O:16][C:17](=[O:18])[CH3:19].[F:1][c:2]1[cH:3][c:4]([CH:9]=[CH:10][C:11](=[O:12])[OH:13])[cH:5][c:6]([F:8])[cH:7]1>>[F:1][c:2]1[cH:3][c:4]([CH2:9][CH2:10][C:11](=[O:12])[OH:13])[cH:5][c:6]([F:8])[cH:7]1. The reactants are Br (hydrobromide), Br.ClC1=C(C=C(C=C1)C=1N(C(SC1)=NC1=C(C(=CC=C1)C)C)C)S(N(CCC)CCC)(=O)=O (4-(4-Chloro-3-dipropylsulfamoylphenyl)-3-methyl-2-(2,3-dimethylphenyl-imino)-4-thiazoline hydrobromide). Product: ClC1=C(C=C(C=C1)C=1N(C(SC1)=NC1=C(C(=CC=C1)C)C)C)S(N(CCC)CCC)(=O)=O (4-(4-Chloro-3-dipropylsulfamoylphenyl)-3-methyl-2-(2,3-dimethylphenyl-imino)-4-thiazoline). Reaction SMILES: Br.Br.[Cl:3][C:4]1[CH:9]=[CH:8][C:7]([C:10]2[N:11]([CH3:24])[C:12](=[N:15][C:16]3[CH:21]=[CH:20][CH:19]=[C:18]([CH3:22])[C:17]=3[CH3:23])[S:13][CH:14]=2)=[CH:6][C:5]=1[S:25](=[O:34])(=[O:33])[N:26]([CH2:30][CH2:31][CH3:32])[CH2:27][CH2:28][CH3:29]>>[Cl:3][C:4]1[CH:9]=[CH:8][C:7]([C:10]2[N:11]([CH3:24])[C:12](=[N:15][C:16]3[CH:21]=[CH:20][CH:19]=[C:18]([CH3:22])[C:17]=3[CH3:23])[S:13][CH:14]=2)=[CH:6][C:5]=1[S:25](=[O:34])(=[O:33])[N:26]([CH2:27][CH2:28][CH3:29])[CH2:30][CH2:31][CH3:32] |f:1.2|. Procedure details: Obtained by a procedure analogous to that indicated in Example 2(a), from the hydrobromide of the title compound (Example 61). Colorless crystals; melting point 184°-187° C.